From a dataset of the Open Reaction Database (ORD), a public repository of structured organic reaction records. describe an organic reaction: reactants, conditions, products, and yield Reactants: FC=1C=CC(=NC1)C(=O)N (5-fluoropyridine-2-carboxamide), O1C(OCC1)C1=CC(=C(C=C1)O)C (4-[1,3]dioxolan-2-yl-2-methylphenol). The product is C(=O)C1=CC(=C(OC=2C=CC(=NC2)C(=O)N)C=C1)C (5-(4-Formyl-2-methylphenoxy)pyridine-2-carboxamide). The yield is 35.5%. Reaction SMILES: F[C:2]1[CH:3]=[CH:4][C:5]([C:8]([NH2:10])=[O:9])=[N:6][CH:7]=1.[O:11]1CCO[CH:12]1[C:16]1[CH:21]=[CH:20][C:19]([OH:22])=[C:18]([CH3:23])[CH:17]=1>>[CH:12]([C:16]1[CH:21]=[CH:20][C:19]([O:22][C:2]2[CH:3]=[CH:4][C:5]([C:8]([NH2:10])=[O:9])=[N:6][CH:7]=2)=[C:18]([CH3:23])[CH:17]=1)=[O:11]. Reported procedure: Using a method similar to Example 388 Part D, using 5-fluoropyridine-2-carboxamide (Example 388 Part C) (0.400 g, 2.85 mmol) and 4-[1,3]dioxolan-2-yl-2-methylphenol (Example 388, Part C2) (0.514 g, 2.85 mmol) gives the title compound (0.259 g): TLC [silica gel 60 F254, 30% ethyl acetate in dichloromethane] Rf=0.20; HPLC [YMC-Pack Pro C-18 (150×4.6 mm, S-5 microm), 0.1% TFA/acetonitrile in 0.1% TFA/water at 1.0 mL/min, 5-95% over 19 min], tR=12.1 min, 73.1% purity. Starting materials: CC(=O)Nc1ccc2c(c1[N+](=O)[O-])C(=O)NC(=O)C2(C)C, O=C(O)C1CC1, [Cl-]. Yields the product CC1(C)C(=O)NC(=O)c2c1ccc(NC(=O)C1CC1)c2[N+](=O)[O-]. As a reaction SMILES: [CH3:1][C:2]1([CH3:21])[C:3](=[O:20])[NH:4][C:5](=[O:19])[c:6]2[c:7]([N+:16](=[O:17])[O-:18])[c:8]([NH:12][C:13](=[O:14])[CH3:15])[cH:9][cH:10][c:11]21.[CH:23]1([C:25]([OH:26])=[O:27])[CH2:24][CH2:28]1.[Cl-:22]>>[CH3:1][C:2]1([CH3:21])[C:3](=[O:20])[NH:4][C:5](=[O:19])[c:6]2[c:7]([N+:16](=[O:17])[O-:18])[c:8]([NH:12][C:13](=[O:14])[CH:15]3[CH2:23][CH2:24]3)[cH:9][cH:10][c:11]21. Reactants: CCCCP(CCCC)CCCC, COC(=O)c1cc(Cc2c(C)c(OC)c(OC)c(OC)c2OC)ccc1O, [Na+], [OH-], c1ccccc1, OCc1cccnc1. The product is COC(=O)c1cc(Cc2c(C)c(OC)c(OC)c(OC)c2OC)ccc1OCc1cccnc1. As a reaction SMILES: [CH2:9]([P:10]([CH2:11][CH2:12][CH2:13][CH3:14])[CH2:15][CH2:16][CH2:17][CH3:18])[CH2:19][CH2:20][CH3:21].[CH3:22][O:23][c:24]1[c:25]([CH3:48])[c:26]([CH2:27][c:28]2[cH:29][cH:30][c:31]([OH:38])[c:32]([C:33](=[O:34])[O:35][CH3:36])[cH:37]2)[c:39]([O:46][CH3:47])[c:40]([O:44][CH3:45])[c:41]1[O:42][CH3:43].[Na+:50].[OH-:49].[cH:51]1[cH:52][cH:53][cH:54][cH:55][cH:56]1.[n:1]1[cH:2][c:3]([CH2:7][OH:8])[cH:4][cH:5][cH:6]1>>[n:1]1[cH:2][c:3]([CH2:7][O:8][c:31]2[cH:30][cH:29][c:28]([CH2:27][c:26]3[c:25]([CH3:48])[c:24]([O:23][CH3:22])[c:41]([O:42][CH3:43])[c:40]([O:44][CH3:45])[c:39]3[O:46][CH3:47])[cH:37][c:32]2[C:33](=[O:34])[O:35][CH3:36])[cH:4][cH:5][cH:6]1. The product is O=C(c1cc2cc(OCCCCl)cnc2[nH]1)N1CCC(F)(F)CC1. Reactants: CC(C)(C)OC(=O)n1c(C(=O)N2CCC(F)(F)CC2)cc2cc(OCCCCl)cnc21, ClCCl, O=C(O)C(F)(F)F. RXN SMILES: [C:1]([O:2][C:3](=[O:4])[n:8]1[c:9]([C:22](=[O:23])[N:24]2[CH2:25][CH2:26][C:27]([F:30])([F:31])[CH2:28][CH2:29]2)[cH:10][c:11]2[c:12]1[n:13][cH:14][c:15]([O:17][CH2:18][CH2:19][CH2:20][Cl:21])[cH:16]2)([CH3:5])([CH3:6])[CH3:7].[Cl:39][CH2:40][Cl:41].[OH:32][C:33]([C:34]([F:35])([F:36])[F:37])=[O:38]>>[nH:8]1[c:9]([C:22](=[O:23])[N:24]2[CH2:25][CH2:26][C:27]([F:30])([F:31])[CH2:28][CH2:29]2)[cH:10][c:11]2[c:12]1[n:13][cH:14][c:15]([O:17][CH2:18][CH2:19][CH2:20][Cl:21])[cH:16]2. Reactants: Cl.NCC1=C(C(=CC(=C1)CC)S(=O)(=O)C)O (2-aminomethyl-4-ethyl-6-methylsulfonylphenol hydrochloride), C1N2CN3CN1CN(C2)C3 (hexamethylenetetramine), FC(C(=O)O)(F)F (trifluoroacetic acid). Yields the product C(=O)C1=C(C(=CC(=C1)CC)S(=O)(=O)C)O (2-Formyl-4-ethyl-6-methylsulfonylphenol). RXN SMILES: Cl.N[CH2:3][C:4]1[CH:9]=[C:8]([CH2:10][CH3:11])[CH:7]=[C:6]([S:12]([CH3:15])(=[O:14])=[O:13])[C:5]=1[OH:16].C1N2CN3CN(C2)CN1C3.FC(F)(F)C(O)=[O:30]>>[CH:3]([C:4]1[CH:9]=[C:8]([CH2:10][CH3:11])[CH:7]=[C:6]([S:12]([CH3:15])(=[O:14])=[O:13])[C:5]=1[OH:16])=[O:30] |f:0.1|. Reported procedure: 0.79 g (0.003 mol) of 2-aminomethyl-4-ethyl-6-methylsulfonylphenol hydrochloride is reacted with0.42 g of hexamethylenetetramine in 6 ml of trifluoroacetic acid in analogy to Example 1. Melting point: 114°-116° C. Starting materials: Cl, [I-], [K+], Nc1cc(Cl)ccc1[N+](=O)[O-], O=N[O-], [Na+], O. Yields the product O=[N+]([O-])c1ccc(Cl)cc1I. Reaction SMILES: [ClH:18].[I-:17].[K+:16].[N+:1](=[O:2])([O-:3])[c:4]1[c:5]([NH2:6])[cH:7][c:8]([Cl:11])[cH:9][cH:10]1.[N:12]([O-:13])=[O:14].[Na+:15].[OH2:19]>>[N+:1](=[O:2])([O-:3])[c:4]1[c:5]([I:17])[cH:7][c:8]([Cl:11])[cH:9][cH:10]1. Starting materials: C(C)(C)(C)OC(=O)C1=C(C2=CC=C(C=C2)CNC(CCCC)=N)C=CC=C1 (N-(2'-t-butoxycarbonylbiphen-4-yl)methylvaleramidine), t-butyl ester, FC(C(=O)O)(F)F (trifluoroacetic acid). Product: C(CCC)C1=NC(=CC(N1CC1=CC=C(C=C1)C1=C(C=CC=C1)C(=O)O)=O)OCC (2-n-Butyl-3-(2'-carboxybiphen-4-yl)methyl-6-ethoxypyrimidin-4(3H)-one). RXN SMILES: C([O:5][C:6]([C:8]1[CH:27]=[CH:26][CH:25]=[CH:24][C:9]=1[C:10]1[CH:15]=[CH:14][C:13]([CH2:16][NH:17][C:18](=[NH:23])[CH2:19][CH2:20][CH2:21][CH3:22])=[CH:12][CH:11]=1)=[O:7])(C)(C)C.F[C:29](F)(F)[C:30]([OH:32])=O>>[CH2:19]([C:18]1[N:17]([CH2:16][C:13]2[CH:12]=[CH:11][C:10]([C:9]3[CH:24]=[CH:25][CH:26]=[CH:27][C:8]=3[C:6]([OH:5])=[O:7])=[CH:15][CH:14]=2)[C:6](=[O:5])[CH:8]=[C:9]([O:32][CH2:30][CH3:29])[N:23]=1)[CH2:20][CH2:21][CH3:22]. Reported procedure: The title compound is prepared from N-(2'-t-butoxycarbonylbiphen-4-yl)methylvaleramidine and ethyl 3,3-diethocyacrylate (Aldrich) similarly to that in Example 16. The t-butyl ester is hydrolyzed in neat trifluoroacetic acid to give the title compound. Starting materials: example 1.1 ( b ), Cl.N1(CCNCC1)C1=NC2=CC=CC=C2N=C1 (2-piperazin-1-yl-quinoxaline hydrochloride), C(C)(C)OC1=C(C(=O)O)C=C(C=C1)S(=O)(=O)C (2-isopropoxy-5-methanesulfonyl-benzoic acid), C(C)(=O)OCC (ethyl acetate). Solvent: C(C)#N (acetonitrile). The product is C(C)(C)OC1=C(C=C(C=C1)S(=O)(=O)C)C(=O)N1CCN(CC1)C1=NC2=CC=CC=C2N=C1 ((2-Isopropoxy-5-methanesulfonyl-phenyl)-(4-quinoxalin-2-yl-piperazin-1-yl)-methanone). Reaction SMILES: Cl.[N:2]1([C:8]2[CH:17]=[N:16][C:15]3[C:10](=[CH:11][CH:12]=[CH:13][CH:14]=3)[N:9]=2)[CH2:7][CH2:6][NH:5][CH2:4][CH2:3]1.[CH:18]([O:21][C:22]1[CH:30]=[CH:29][C:28]([S:31]([CH3:34])(=[O:33])=[O:32])=[CH:27][C:23]=1[C:24](O)=[O:25])([CH3:20])[CH3:19].C(OCC)(=O)C>C(#N)C>[CH:18]([O:21][C:22]1[CH:30]=[CH:29][C:28]([S:31]([CH3:34])(=[O:33])=[O:32])=[CH:27][C:23]=1[C:24]([N:5]1[CH2:4][CH2:3][N:2]([C:8]2[CH:17]=[N:16][C:15]3[C:10](=[CH:11][CH:12]=[CH:13][CH:14]=3)[N:9]=2)[CH2:7][CH2:6]1)=[O:25])([CH3:20])[CH3:19] |f:0.1|. Procedure details: Prepared in analogy to example 1.1 (b) from 2-piperazin-1-yl-quinoxaline hydrochloride and 2-isopropoxy-5-methanesulfonyl-benzoic acid (example 2.2) in acetonitrile. Chromatography (SiO2; ethyl acetate) yields the title compound as a yellowish foam. Reactants: BrC1=CC(N(C=C1)C=1C=CC=2N(C1)C(=C(N2)C2CC2)C)=O (4-bromo-1-(2-cyclopropyl-3-methylimidazo[1,2-a]pyridin-6-yl)pyridin-2(1H)-one), ClC1=CC=C(CN)C=C1 (4-chlorobenzylamine), CC1(C2=C(C(=CC=C2)P(C3=CC=CC=C3)C4=CC=CC=C4)OC5=C(C=CC=C51)P(C6=CC=CC=C6)C7=CC=CC=C7)C (xantphos), C([O-])([O-])=O.[Cs+].[Cs+] (cesium carbonate). The reagents and catalysts are C=1C=CC(=CC1)/C=C/C(=O)/C=C/C2=CC=CC=C2.C=1C=CC(=CC1)/C=C/C(=O)/C=C/C2=CC=CC=C2.C=1C=CC(=CC1)/C=C/C(=O)/C=C/C2=CC=CC=C2.[Pd].[Pd] (tris(dibenzylideneacetone)dipalladium(0)). Run in O (water), CC(=O)N(C)C (DMA). Reaction conditions: temperature 120 celsius. The product is ClC1=CC=C(CNC2=CC(N(C=C2)C=2C=CC=3N(C2)C(=C(N3)C3CC3)C)=O)C=C1 (4-((4-Chlorobenzyl)amino)-1-(2-cyclopropyl-3-methylimidazo[1,2-a]pyridin-6-yl)pyridin-2(1H)-one). The yield is 20.3%. As a reaction SMILES: Br[C:2]1[CH:7]=[CH:6][N:5]([C:8]2[CH:9]=[CH:10][C:11]3[N:12]([C:14]([CH3:20])=[C:15]([CH:17]4[CH2:19][CH2:18]4)[N:16]=3)[CH:13]=2)[C:4](=[O:21])[CH:3]=1.[Cl:22][C:23]1[CH:30]=[CH:29][C:26]([CH2:27][NH2:28])=[CH:25][CH:24]=1.CC1(C)C2C(=C(P(C3C=CC=CC=3)C3C=CC=CC=3)C=CC=2)OC2C(P(C3C=CC=CC=3)C3C=CC=CC=3)=CC=CC1=2.C(=O)([O-])[O-].[Cs+].[Cs+]>C1C=CC(/C=C/C(/C=C/C2C=CC=CC=2)=O)=CC=1.C1C=CC(/C=C/C(/C=C/C2C=CC=CC=2)=O)=CC=1.C1C=CC(/C=C/C(/C=C/C2C=CC=CC=2)=O)=CC=1.[Pd].[Pd].O.CC(N(C)C)=O>[Cl:22][C:23]1[CH:30]=[CH:29][C:26]([CH2:27][NH:28][C:2]2[CH:7]=[CH:6][N:5]([C:8]3[CH:9]=[CH:10][C:11]4[N:12]([C:14]([CH3:20])=[C:15]([CH:17]5[CH2:19][CH2:18]5)[N:16]=4)[CH:13]=3)[C:4](=[O:21])[CH:3]=2)=[CH:25][CH:24]=1 |f:3.4.5,6.7.8.9.10|. Procedure details: A mixture of 4-bromo-1-(2-cyclopropyl-3-methylimidazo[1,2-a]pyridin-6-yl)pyridin-2(1H)-one (80 mg), 4-chlorobenzylamine (49.4 mg), xantphos (10.8 mg), tris(dibenzylideneacetone)dipalladium(0) (5.3 mg), cesium carbonate (151 mg) and DMA (2 ml) was heated at 120° C. for 30 min under microwave irradiation. The reaction mixture was cooled to room temperature, poured into water and extracted with EtOAc-THF. The extract was washed with brine, dried over MgSO4, concentrated and purified by NH silica ge...